From a dataset of the Open Reaction Database (ORD), a public repository of structured organic reaction records. describe an organic reaction: reactants, conditions, products, and yield The reactants are ice water, Cl (hydrochloric acid), OC1=C(C(=O)OC)C=CC(=C1)C#CC(C1=CC=2C(CCCC2C=C1)(C)C)=O (methyl 2-hydroxy-4-[3-oxo-3-(8,8-dimethyl-5,6,7,8-tetrahydro-2-naphthyl)-1-propynyl]benzoate), C1CCOC1 (THF), [BH4-].[Na+] (sodium borohydride). Solvent: CO (methanol). Reaction conditions: time 2 hour. Yields the product OC1=C(C(=O)OC)C=CC(=C1)C#CC(C1=CC=2C(CCCC2C=C1)(C)C)O (Methyl 2-hydroxy-4-[3-hydroxy-3-(8,8-dimethyl-5,6,7,8-tetrahydro-2-naphthyl)-1-propynyl]benzoate). Reaction SMILES: [OH:1][C:2]1[CH:11]=[C:10]([C:12]#[C:13][C:14](=[O:27])[C:15]2[CH:24]=[CH:23][C:22]3[CH2:21][CH2:20][CH2:19][C:18]([CH3:26])([CH3:25])[C:17]=3[CH:16]=2)[CH:9]=[CH:8][C:3]=1[C:4]([O:6][CH3:7])=[O:5].C1COCC1.[BH4-].[Na+].Cl>CO>[OH:1][C:2]1[CH:11]=[C:10]([C:12]#[C:13][CH:14]([OH:27])[C:15]2[CH:24]=[CH:23][C:22]3[CH2:21][CH2:20][CH2:19][C:18]([CH3:25])([CH3:26])[C:17]=3[CH:16]=2)[CH:9]=[CH:8][C:3]=1[C:4]([O:6][CH3:7])=[O:5] |f:2.3|. Procedure: 7.95 g (22 mol) of methyl 2-hydroxy-4-[3-oxo-3-(8,8-dimethyl-5,6,7,8-tetrahydro-2-naphthyl)-1-propynyl]benzoate, 150 ml of THF and 20 ml of methanol are introduced into a round-bottomed flask. 660 mg (17.4 mmol) of sodium borohydride are added portionwise and the mixture is stirred at room temperature for two hours. The reaction medium is poured into ice-water, neutralized with hydrochloric acid and extracted with ethyl acetate, and the organic phase is separated out after settling has taken pla...